From a dataset of the Open Reaction Database (ORD), a public repository of structured organic reaction records. describe an organic reaction: reactants, conditions, products, and yield The reactants are [BH4-], CO, O=C(c1ccc(F)cc1)C(F)(F)F, [Na+]. Product: OC(c1ccc(F)cc1)C(F)(F)F. Reaction SMILES: [BH4-:14].[CH3:16][OH:17].[F:1][C:2]([C:3](=[O:4])[c:5]1[cH:6][cH:7][c:8]([F:11])[cH:9][cH:10]1)([F:12])[F:13].[Na+:15]>>[F:1][C:2]([CH:3]([OH:4])[c:5]1[cH:6][cH:7][c:8]([F:11])[cH:9][cH:10]1)([F:12])[F:13].